Dataset: the Open Reaction Database (ORD), a public repository of structured organic reaction records. Task: describe an organic reaction: reactants, conditions, products, and yield The solvent is O1CCOCC1 (dioxane). Procedure: 1.04 g of 2,3-diphenyl-5-nitroquinoxaline was dissolved in 30 g of dioxane, followed by purging with argon and further addition of 0.5 g of 5% Pd/C (hydrous). After sufficient purging with argon again, hydrogen was added and reacted at room temperature for 30 hours. After completion of the reaction, the reaction mixture was filtered and the solvent was removed, followed by isolation and purification with a silica gel column (ethyl acetate:hexane=1:3). Yields the product C1(=CC=CC=C1)C1=NC2=CC=CC(=C2N=C1C1=CC=CC=C1)N (2,3-diphenyl-5-aminoquinoxaline). As a reaction SMILES: [C:1]1([C:7]2[C:16]([C:17]3[CH:22]=[CH:21][CH:20]=[CH:19][CH:18]=3)=[N:15][C:14]3[C:9](=[CH:10][CH:11]=[CH:12][C:13]=3[N+:23]([O-])=O)[N:8]=2)[CH:6]=[CH:5][CH:4]=[CH:3][CH:2]=1>O1CCOCC1>[C:1]1([C:7]2[C:16]([C:17]3[CH:18]=[CH:19][CH:20]=[CH:21][CH:22]=3)=[N:15][C:14]3[C:9](=[CH:10][CH:11]=[CH:12][C:13]=3[NH2:23])[N:8]=2)[CH:2]=[CH:3][CH:4]=[CH:5][CH:6]=1. Starting materials: C1(=CC=CC=C1)C1=NC2=CC=CC(=C2N=C1C1=CC=CC=C1)[N+](=O)[O-] (2,3-diphenyl-5-nitroquinoxaline). The reactants are alkyl amine hydrochloride, Cl.CN (methylamine hydrochloride), C1(=C(C(=C(C(=C1F)F)F)N)F)N.Cl.Cl (dihydrochloride), C(C1=CC=CC=C1)=O (benzaldehyde), substituted benzaldehyde, ClC1=C(C=O)C=CC=C1 (2-chlorobenzaldehyde). Yields the product Cl.Cl.CNC(CN)C1=C(C=CC=C1)Cl (β-methylamino-β-(2-chlorophenyl)-ethylamine, dihydrochloride). Reaction SMILES: C(=O)C1C=CC=CC=1.[Cl:9][C:10]1[CH:17]=[CH:16][CH:15]=[CH:14][C:11]=1[CH:12]=O.[ClH:18].[CH3:19][NH2:20].C1(N)C(F)=C(F)C(F)=[C:23]([NH2:30])C=1F.Cl.Cl>>[ClH:9].[ClH:18].[CH3:23][NH:30][CH:12]([C:11]1[CH:14]=[CH:15][CH:16]=[CH:17][C:10]=1[Cl:9])[CH2:19][NH2:20] |f:2.3,4.5.6,7.8.9|. Procedure details: Similarly, by following the same procedure but using the corresponding benzaldehyde or substituted benzaldehyde as starting material in place of 2-chlorobenzaldehyde and the corresponding alkyl amine hydrochloride for methylamine hydrochloride the dihydrochloride salts of the following compounds are respectively prepared. The reactants are CC(C)(C)OC(=O)N1CCN(c2ccccc2O)CC1, CCN(CC)C(=O)CCl, [H-], [Na+], CN(C)C=O. Yields the product CCN(CC)C(=O)COc1ccccc1N1CCN(C(=O)OC(C)(C)C)CC1. RXN SMILES: [C:1]([CH3:2])([CH3:3])([CH3:4])[O:5][C:6](=[O:7])[N:8]1[CH2:9][CH2:10][N:11]([c:14]2[c:15]([OH:20])[cH:16][cH:17][cH:18][cH:19]2)[CH2:12][CH2:13]1.[Cl:23][CH2:24][C:25](=[O:26])[N:27]([CH2:28][CH3:29])[CH2:30][CH3:31].[H-:21].[Na+:22].[O:32]=[CH:33][N:34]([CH3:35])[CH3:36]>>[C:1]([CH3:2])([CH3:3])([CH3:4])[O:5][C:6](=[O:7])[N:8]1[CH2:9][CH2:10][N:11]([c:14]2[c:15]([O:20][CH2:24][C:25](=[O:26])[N:27]([CH2:28][CH3:29])[CH2:30][CH3:31])[cH:16][cH:17][cH:18][cH:19]2)[CH2:12][CH2:13]1.